The task is: describe an organic reaction: reactants, conditions, products, and yield. This data is from the Open Reaction Database (ORD), a public repository of structured organic reaction records. Reactants: CC(C)(C)C1=CC=C(C(=O)NC2=CC=C(C=C2)OCC(=O)OCC)C=C1 (4-(1,1-Dimethylethyl)-N-[4-(ethoxycarbonylmethoxy)-phenyl]-benzamide), S(O)(O)(=O)=O (sulphuric acid), [H-].[Al+3].[Li+].[H-].[H-].[H-] (lithium aluminum hydride), C(C)OCC (diethyl ether). Solvent: O (water). Yields the product CC(C)(C)C1=CC=C(C(=O)NC2=CC=C(C=C2)OCCO)C=C1 (4-(1,1-Dimethylethyl)-N-[4-(hydroxyethoxy)-phenyl]-benzamide). Reaction SMILES: [CH3:1][C:2]([C:5]1[CH:26]=[CH:25][C:8]([C:9]([NH:11][C:12]2[CH:17]=[CH:16][C:15]([O:18][CH2:19][C:20](OCC)=[O:21])=[CH:14][CH:13]=2)=[O:10])=[CH:7][CH:6]=1)([CH3:4])[CH3:3].[H-].[Al+3].[Li+].[H-].[H-].[H-].C(OCC)C.S(=O)(=O)(O)O>O>[CH3:4][C:2]([C:5]1[CH:26]=[CH:25][C:8]([C:9]([NH:11][C:12]2[CH:17]=[CH:16][C:15]([O:18][CH2:19][CH2:20][OH:21])=[CH:14][CH:13]=2)=[O:10])=[CH:7][CH:6]=1)([CH3:1])[CH3:3] |f:1.2.3.4.5.6|. Reported procedure: 2.2 g. of the compound of Example 31 are reduced with 0.65 g. lithium aluminum hydride in 50 ml. boiling diethyl ether. The reaction mixture is mixed with water, sufficient 10% sulphuric acid is added thereto just to dissolve the precipitate, extracted with diethyl ether, evaporated to dryness and the remaining oil purified by column chromatography (silica gel; dichloromethane/methanol 99:1 v/v). The appropriate fractions are evaporated to dryness in a vacuum, the residue is first recrystallised...